Task: describe an organic reaction: reactants, conditions, products, and yield. Dataset: the Open Reaction Database (ORD), a public repository of structured organic reaction records The reactants are FC1=C(C(=CC(=C1)C=1C=NN(C1)C)OC)C1=CC=C(N=N1)N(C1CC(NC(C1)(C)C)(C)C)C (6-(2-fluoro-6-methoxy-4-(1-methyl-1H-pyrazol-4-yl)phenyl)-N-methyl-N-(2,2,6,6-tetramethylpiperidin-4-yl)pyridazin-3-amine), FC1=C(C(=CC=C1)OC)C1=CC(=C(N=N1)N(C1CC(NC(C1)(C)C)(C)C)C)C=1C=NN(C1)C (6-(2-fluoro-6-methoxyphenyl)-N-methyl-4-(1-methyl-1H-pyrazol-4-yl)-N-(2,2,6,6-tetramethylpiperidin-4-yl)pyridazin-3-amine), solution, B(Br)(Br)Br (BBr3), Cl (HCl). Run in CO (MeOH), C(Cl)Cl (CH2Cl2), C(Cl)Cl (CH2Cl2). Reaction conditions: time 3 hour. Product: hydrochloride salt, FC=1C(=C(C=C(C1)C=1C=NN(C1)C)O)C=1N=NC(=CC1)N(C1CC(NC(C1)(C)C)(C)C)C (3-fluoro-2-(6-(methyl (2,2,6,6-tetramethylpiperidin-4-yl)amino)pyridazin-3-yl)-5-(1-methyl-1H-pyrazol-4-yl)phenol). The yield is 15.0%. RXN SMILES: [F:1][C:2]1[CH:7]=[C:6]([C:8]2[CH:9]=[N:10][N:11]([CH3:13])[CH:12]=2)[CH:5]=[C:4]([O:14]C)[C:3]=1[C:16]1[N:21]=[N:20][C:19]([N:22]([CH3:33])[CH:23]2[CH2:28][C:27]([CH3:30])([CH3:29])[NH:26][C:25]([CH3:32])([CH3:31])[CH2:24]2)=[CH:18][CH:17]=1.FC1C=CC=C(OC)C=1C1N=NC(N(C)C2CC(C)(C)NC(C)(C)C2)=C(C2C=NN(C)C=2)C=1.B(Br)(Br)Br.Cl>C(Cl)Cl.CO>[F:1][C:2]1[C:3]([C:16]2[N:21]=[N:20][C:19]([N:22]([CH3:33])[CH:23]3[CH2:24][C:25]([CH3:31])([CH3:32])[NH:26][C:27]([CH3:30])([CH3:29])[CH2:28]3)=[CH:18][CH:17]=2)=[C:4]([OH:14])[CH:5]=[C:6]([C:8]2[CH:9]=[N:10][N:11]([CH3:13])[CH:12]=2)[CH:7]=1. Procedure details: A mixture of 6-(2-fluoro-6-methoxy-4-(1-methyl-1H-pyrazol-4-yl)phenyl)-N-methyl-N-(2,2,6,6-tetramethylpiperidin-4-yl)pyridazin-3-amine and 6-(2-fluoro-6-methoxyphenyl)-N-methyl-4-(1-methyl-1H-pyrazol-4-yl)-N-(2,2,6,6-tetramethylpiperidin-4-yl)pyridazin-3-amine (0.03 g, 0.07 mmol, total amount of the 2 regioisomers) was dissolved in CH2Cl2 (0.2 M). A 1 M solution of BBr3 in CH2Cl2 (0.3 mL, 3.5 mmol) was rapidly added. The reaction mixture was stirred for 3 h. MeOH was added to the reaction at 0° ...